From a dataset of the Open Reaction Database (ORD), a public repository of structured organic reaction records. describe an organic reaction: reactants, conditions, products, and yield Starting materials: CN1CCOCC1, CC(C)C(N)C(N)=O, O=C1c2ccccc2C(=O)N1CCCCc1ccc(S(=O)(=O)Cl)cc1, CN(C)C=O. Product: CC(C)C(NS(=O)(=O)c1ccc(CCCCN2C(=O)c3ccccc3C2=O)cc1)C(N)=O. Reaction SMILES: [CH3:26][N:27]1[CH2:28][CH2:29][O:30][CH2:31][CH2:32]1.[NH2:33][CH:34]([C:35](=[O:36])[NH2:37])[CH:38]([CH3:39])[CH3:40].[O:1]=[C:2]1[N:3]([CH2:12][CH2:13][CH2:14][CH2:15][c:16]2[cH:17][cH:18][c:19]([S:22](=[O:23])(=[O:24])[Cl:25])[cH:20][cH:21]2)[C:4](=[O:11])[c:5]2[cH:6][cH:7][cH:8][cH:9][c:10]21.[O:41]=[CH:42][N:43]([CH3:44])[CH3:45]>>[O:1]=[C:2]1[N:3]([CH2:12][CH2:13][CH2:14][CH2:15][c:16]2[cH:17][cH:18][c:19]([S:22](=[O:23])(=[O:24])[NH:33][CH:34]([C:35](=[O:36])[NH2:37])[CH:38]([CH3:39])[CH3:40])[cH:20][cH:21]2)[C:4](=[O:11])[c:5]2[cH:6][cH:7][cH:8][cH:9][c:10]21. The reactants are ClC1=C(C(=NC2=CC(=CC=C12)F)C1=NC=CC(=C1)C)C (4-chloro-7-fluoro-3-methyl-2-(4-methylpyridin-2-yl)quinoline), O1CCN(CC1)C=1C=C2C(=NC1)C1(CN2)CCOCC1 (6′-morpholino-1′,2,2′,3,5,6-hexahydrospiro[pyran-4,3′-pyrrolo[3,2-b]pyridine]), CC(C)([O-])C.[Na+] (sodium tert-butoxide). Reagents/catalysts: CC(C)C1=CC(=C(C(=C1)C(C)C)C2=CC=CC=C2P(C3CCCCC3)C4CCCCC4)C(C)C.C1=CC=C([C-]=C1)CCN.Cl[Pd+] (XPhos precatalyst). Run in C1(=CC=CC=C1)C (toluene). Yields the product FC1=CC=C2C(=C(C(=NC2=C1)C1=NC=CC(=C1)C)C)N1CC2(C3=NC=C(C=C31)N3CCOCC3)CCOCC2 (1′-(7-fluoro-3-methyl-2-(4-methyl-2-pyridinyl)-4-quinolinyl)-6′-(4-morpholinyl)-1′,2,2′,3,5,6-hexahydrospiro[pyran-4,3′-pyrrolo-[3,2-b]pyridine]). Reaction SMILES: Cl[C:2]1[C:11]2[C:6](=[CH:7][C:8]([F:12])=[CH:9][CH:10]=2)[N:5]=[C:4]([C:13]2[CH:18]=[C:17]([CH3:19])[CH:16]=[CH:15][N:14]=2)[C:3]=1[CH3:20].[O:21]1[CH2:26][CH2:25][N:24]([C:27]2[CH:28]=[C:29]3[NH:35][CH2:34][C:33]4([CH2:40][CH2:39][O:38][CH2:37][CH2:36]4)[C:30]3=[N:31][CH:32]=2)[CH2:23][CH2:22]1.CC(C)([O-])C.[Na+]>CC(C1C=C(C(C)C)C(C2C(P(C3CCCCC3)C3CCCCC3)=CC=CC=2)=C(C(C)C)C=1)C.C1C=[C-]C(CCN)=CC=1.Cl[Pd+].C1(C)C=CC=CC=1>[F:12][C:8]1[CH:7]=[C:6]2[C:11]([C:2]([N:35]3[C:29]4[C:30](=[N:31][CH:32]=[C:27]([N:24]5[CH2:25][CH2:26][O:21][CH2:22][CH2:23]5)[CH:28]=4)[C:33]4([CH2:40][CH2:39][O:38][CH2:37][CH2:36]4)[CH2:34]3)=[C:3]([CH3:20])[C:4]([C:13]3[CH:18]=[C:17]([CH3:19])[CH:16]=[CH:15][N:14]=3)=[N:5]2)=[CH:10][CH:9]=1 |f:2.3,4.5.6|. Procedure details: Prepared according to procedure Y by stirring 4-chloro-7-fluoro-3-methyl-2-(4-methylpyridin-2-yl)quinoline (50 mg, 0.17 mmol), 6′-morpholino-1′,2,2′,3,5,6-hexahydrospiro[pyran-4,3′-pyrrolo[3,2-b]pyridine] (48.0 mg, 0.17 mmol), sodium tert-butoxide (33.5 mg, 0.35 mmol), XPhos precatalyst (26 mg, 0.035 mmol), and toluene (1.7 mL) at 90° C. for 18 h. Purification by reverse-phase HPLC (0-70% acetonitrile in water) gave 1′-(7-fluoro-3-methyl-2-(4-methyl-2-pyridinyl)-4-quinolinyl)-6′-(4-morpholinyl)-... Reactants: O=S1CCN(c2nc(Cl)nc3c(NCc4c(Cl)cccc4Cl)ncnc23)CC1, NCCO. Product: O=S1CCN(c2nc(NCCO)nc3c(NCc4c(Cl)cccc4Cl)ncnc23)CC1. RXN SMILES: [Cl:1][c:2]1[n:3][c:4]([N:22]2[CH2:23][CH2:24][S:25](=[O:28])[CH2:26][CH2:27]2)[c:5]2[c:6]([n:7]1)[c:8]([NH:12][CH2:13][c:14]1[c:15]([Cl:21])[cH:16][cH:17][cH:18][c:19]1[Cl:20])[n:9][cH:10][n:11]2.[OH:29][CH2:30][CH2:31][NH2:32]>>[c:2]1([NH:32][CH2:31][CH2:30][OH:29])[n:3][c:4]([N:22]2[CH2:23][CH2:24][S:25](=[O:28])[CH2:26][CH2:27]2)[c:5]2[c:6]([n:7]1)[c:8]([NH:12][CH2:13][c:14]1[c:15]([Cl:21])[cH:16][cH:17][cH:18][c:19]1[Cl:20])[n:9][cH:10][n:11]2. The reactants are C(#N)C=1C=C(C=C(C1)OC(F)(F)F)C1=CC(=NN1C=1C=NC=CC1)C(=O)O (5-(3-Cyano-5-trifluoromethoxyphenyl)-1-(pyridin-3-yl)-1H-pyrazole-3-carboxylic acid), ClC=1C=C(C=C(C1)F)C1=CC(=NN1C1=NC=CC=C1)C(=O)N1CNC(C1)=O (1-{[5-(3-Chloro-5-fluorophenyl)-1-(pyridin-2-yl)-1H-pyrazol-3-yl]carbonyl}imidazolidin-4-one), O=C1NCCNC1 (2-oxopiperazine). The product is O=C1CN(CCN1)C(=O)C1=NN(C(=C1)C=1C=C(C#N)C=C(C1)OC(F)(F)F)C=1C=NC=CC1 (3-{3-[(3-Oxopiperazin-1-yl)carbonyl]-1-(pyridin-3-yl)-1H-pyrazol-5-yl}-5-(trifluoromethoxy)benzonitrile). Reaction SMILES: [C:1]([C:3]1[CH:4]=[C:5]([C:14]2[N:18]([C:19]3[CH:20]=[N:21][CH:22]=[CH:23][CH:24]=3)[N:17]=[C:16]([C:25](O)=[O:26])[CH:15]=2)[CH:6]=[C:7]([O:9][C:10]([F:13])([F:12])[F:11])[CH:8]=1)#[N:2].ClC1C=C(C2N(C3C=CC=CN=3)N=C([C:47]([N:49]3[CH2:53][C:52](=[O:54])[NH:51][CH2:50]3)=O)C=2)C=C(F)C=1.O=C1CNCCN1>>[O:54]=[C:52]1[NH:51][CH2:50][CH2:47][N:49]([C:25]([C:16]2[CH:15]=[C:14]([C:5]3[CH:4]=[C:3]([CH:8]=[C:7]([O:9][C:10]([F:12])([F:13])[F:11])[CH:6]=3)[C:1]#[N:2])[N:18]([C:19]3[CH:20]=[N:21][CH:22]=[CH:23][CH:24]=3)[N:17]=2)=[O:26])[CH2:53]1. Reported procedure: 30 mg (0.08 mmol) of the compound of Example 58A is reacted analogously to the synthesis of the compound of Example 1 with 9 mg (0.09 mmol) of 2-oxopiperazine. 30 mg (83% of theory) of the title compound is obtained.